Dataset: the Open Reaction Database (ORD), a public repository of structured organic reaction records. Task: describe an organic reaction: reactants, conditions, products, and yield Reactants: CC1=NC=C(C=C1)C=C (2-methyl-5-vinylpyridine), CC(C)([O-])C.[Na+] (sodium t-butoxide), BrC1=CC=CC=2C3=C(NC12)CCN(C3)C (6-bromo-2-methyl-2,3,4,5-tetrahydro-1H-pyrido[4,3-b]indole). The reagents and catalysts are C(C)(C)(C)P(C(C)(C)C)(C(C)(C)C)[Pd]P(C(C)(C)C)(C(C)(C)C)C(C)(C)C (bis(tri-t-butylphosphino)palladium). Run in O1CCOCC1 (1,4-dioxane). Conditions: temperature 105 celsius, time 4 hour. Yields the product CN1CC2=C(NC=3C(=CC=CC23)\C=C\C=2C=NC(=CC2)C)CC1 (2-methyl-6-[(E)-2-(6-methylpyridin-3-yl)vinyl]-2,3,4,5-tetrahydro-1H-pyrido[4,3-b]indole). RXN SMILES: [CH3:1][C:2]1[CH:7]=[CH:6][C:5]([CH:8]=[CH2:9])=[CH:4][N:3]=1.CC(C)([O-])C.[Na+].Br[C:17]1[C:25]2[NH:24][C:23]3[CH2:26][CH2:27][N:28]([CH3:30])[CH2:29][C:22]=3[C:21]=2[CH:20]=[CH:19][CH:18]=1>C(P([Pd]P(C(C)(C)C)(C(C)(C)C)C(C)(C)C)(C(C)(C)C)C(C)(C)C)(C)(C)C.O1CCOCC1>[CH3:30][N:28]1[CH2:27][CH2:26][C:23]2[NH:24][C:25]3[C:17](/[CH:9]=[CH:8]/[C:5]4[CH:4]=[N:3][C:2]([CH3:1])=[CH:7][CH:6]=4)=[CH:18][CH:19]=[CH:20][C:21]=3[C:22]=2[CH2:29]1 |f:1.2|. Procedure: A mixture of bis(tri-t-butylphosphino)palladium (25.4 mg, 0.05 mmol; Aldrich), the product of Example 1B (142 mg, 1.19 mmol), sodium t-butoxide (159 mg, 1.66 mmol; Aldrich) and the product of Example 1A (200 mg, 0.66 mmol) was combined with 1,4-dioxane (6 mL). The reaction mixture was purged with nitrogen and stirred at 105° C. for 4 hours in a sealed tube. The mixture was then heated at 105° C. for another 60 hours. The reaction mixture was cooled to room temperature, filtered through a glass m... Starting materials: COC(=O)C(Cc1cccc(O)c1)NC(=O)OC(C)(C)C, CO, [Li+], [OH-], O, O. Yields the product CC(C)(C)OC(=O)NC(Cc1cccc(O)c1)C(=O)O. RXN SMILES: [C:1]([CH3:2])([CH3:3])([CH3:4])[O:5][C:6](=[O:7])[NH:8][CH:9]([C:10](=[O:11])[O:12][CH3:13])[CH2:14][c:15]1[cH:16][c:17]([OH:21])[cH:18][cH:19][cH:20]1.[CH3:25][OH:26].[Li+:24].[OH-:23].[OH2:22].[OH2:27]>>[C:1]([CH3:2])([CH3:3])([CH3:4])[O:5][C:6](=[O:7])[NH:8][CH:9]([C:10](=[O:11])[OH:12])[CH2:14][c:15]1[cH:16][c:17]([OH:21])[cH:18][cH:19][cH:20]1. As a reaction SMILES: [CH3:37][CH2:38][O:39][C:40](=[O:41])[CH3:42].[F:5][c:6]1[cH:7][c:8]([N:20]2[C:21](=[O:31])[O:22][CH:23]([CH2:25][O:26][S:27]([CH3:28])(=[O:29])=[O:30])[CH2:24]2)[cH:9][cH:10][c:11]1[N:12]1[CH2:13][C:14](=[O:19])[N:15]([CH3:18])[CH2:16][CH2:17]1.[N-:2]=[N+:3]=[N-:4].[Na+:1].[O:32]=[CH:33][N:34]([CH3:35])[CH3:36]>>[N:2](=[N+:3]=[N-:4])[CH2:25][CH:23]1[O:22][C:21](=[O:31])[N:20]([c:8]2[cH:7][c:6]([F:5])[c:11]([N:12]3[CH2:13][C:14](=[O:19])[N:15]([CH3:18])[CH2:16][CH2:17]3)[cH:10][cH:9]2)[CH2:24]1. Product: CN1CCN(c2ccc(N3CC(CN=[N+]=[N-])OC3=O)cc2F)CC1=O. Reactants: CCOC(C)=O, CN1CCN(c2ccc(N3CC(COS(C)(=O)=O)OC3=O)cc2F)CC1=O, [N-]=[N+]=[N-], [Na+], CN(C)C=O. Starting materials: O=C([O-])[O-], CCOc1cc2[nH]ccc(=O)c2cc1OC, CCI, CN(C)C=O, [K+], [K+]. Yields the product CCOc1cc2c(cc1OC)c(=O)ccn2CC. Reaction SMILES: [C:17](=[O:18])([O-:19])[O-:20].[CH2:1]([CH3:2])[O:3][c:4]1[c:5]([O:15][CH3:16])[cH:6][c:7]2[c:8](=[O:14])[cH:9][cH:10][nH:11][c:12]2[cH:13]1.[CH2:23]([CH3:24])[I:25].[CH3:26][N:27]([CH3:28])[CH:29]=[O:30].[K+:21].[K+:22]>>[CH2:1]([CH3:2])[O:3][c:4]1[c:5]([O:15][CH3:16])[cH:6][c:7]2[c:8](=[O:14])[cH:9][cH:10][n:11]([CH2:23][CH3:24])[c:12]2[cH:13]1. Reactants: CCc1nc(-c2ccc(Cl)cc2Cl)c(CC)nc1NC1c2ccccc2CC1O, CCc1nc(-c2ccc(OC)cc2C)c(CC)nc1NC1COCC1OC(=O)c1ccc([N+](=O)[O-])cc1. Yields the product CCc1nc(-c2ccc(OC)cc2C)c(CC)nc1NC1COCC1O. Reaction SMILES: [Cl:1][c:2]1[cH:3][c:4]([Cl:5])[cH:6][cH:7][c:8]1-[c:9]1[n:10][c:11]([CH2:12][CH3:13])[c:14]([NH:15][CH:16]2[c:17]3[c:18]([cH:19][cH:20][cH:21][cH:22]3)[CH2:23][CH:24]2[OH:25])[n:26][c:27]1[CH2:28][CH3:29].[N+:30]([c:31]1[cH:32][cH:33][c:34]([C:35](=[O:36])[O:39][CH:40]2[CH2:41][O:42][CH2:43][CH:44]2[NH:45][c:46]2[n:47][c:48]([CH2:63][CH3:64])[c:49](-[c:54]3[c:55]([CH3:62])[cH:56][c:57]([O:60][CH3:61])[cH:58][cH:59]3)[n:50][c:51]2[CH2:52][CH3:53])[cH:37][cH:38]1)([O-:65])=[O:66]>>[OH:39][CH:40]1[CH2:41][O:42][CH2:43][CH:44]1[NH:45][c:46]1[n:47][c:48]([CH2:63][CH3:64])[c:49](-[c:54]2[c:55]([CH3:62])[cH:56][c:57]([O:60][CH3:61])[cH:58][cH:59]2)[n:50][c:51]1[CH2:52][CH3:53]. Starting materials: COCCCN(CCNC=1N=[N+](C2=C(N1)C=C1CCCC1=C2)[O-])C (N1-(3-Methoxypropyl)-N1-methyl-N2-(1-oxido-7,8-dihydro-6H-indeno[5,6-e][1,2,4]triazin-3-yl)-1,2-ethanediamine), C(=O)(C(F)(F)F)O (TFA), OO (H2O2). The solvent is C(Cl)Cl (DCM), C(Cl)Cl (DCM), N (NH3). Run at temperature 20 celsius, time 10 minute. Product: [O-][N+]1=NC(=[N+](C2=C1C=C1CCCC1=C2)[O-])NCCN(C)CCCOC (N1-(1,4-Dioxido-7,8-dihydro-6H-indeno[5,6-e][1,2,4]triazin-3-yl)-N2-(3-methoxypropyl)-N2-methyl-1,2-ethanediamine). Yield: 35.7%. As a reaction SMILES: OO.[CH3:3][O:4][CH2:5][CH2:6][CH2:7][N:8]([CH3:26])[CH2:9][CH2:10][NH:11][C:12]1[N:13]=[N+:14]([O-:25])[C:15]2[CH:24]=[C:23]3[C:19]([CH2:20][CH2:21][CH2:22]3)=[CH:18][C:16]=2[N:17]=1.C(O)(C(F)(F)F)=[O:28]>C(Cl)Cl.N>[O-:25][N+:14]1[C:15]2[CH:24]=[C:23]3[C:19](=[CH:18][C:16]=2[N+:17]([O-:28])=[C:12]([NH:11][CH2:10][CH2:9][N:8]([CH2:7][CH2:6][CH2:5][O:4][CH3:3])[CH3:26])[N:13]=1)[CH2:20][CH2:21][CH2:22]3. Procedure details: H2O2 (70%, 2.5 mL, ca. 50 mmol) was added dropwise to a stirred solution of TFM (7.1 mL, 50 mmol) in DCM (50 mL) at 0° C. The solution was stirred at 20° C. for 10 min, then cooled to 0° C., added to a solution of 1-oxide 32 (1.7 g, 5.0 mmol) and TFA (1.9 mL, 25 mmol) in DCM (50 mL) at 0° C. The solution was stirred at 20° C. for 6 h, diluted with dilute aqueous NH3 solution (80 mL) and extracted with DCM (4×125 mL). The combined organic fraction was dried and the solvent evaporated. The residue... Reactants: O=c1c2cc(F)ccc2nc(CCl)n1-c1ccccc1Cl, [K+], [K+], O=C([O-])[O-], CN(C)C=O, O, Sc1ncnc2nc[nH]c12. Yields the product O=c1c2cc(F)ccc2nc(CSc2ncnc3[nH]cnc23)n1-c1ccccc1Cl. Reaction SMILES: [Cl:1][CH2:2][c:3]1[n:4][c:5]2[cH:6][cH:7][c:8]([F:21])[cH:9][c:10]2[c:11](=[O:20])[n:12]1-[c:13]1[c:14]([Cl:19])[cH:15][cH:16][cH:17][cH:18]1.[K+:33].[K+:34].[O-:35][C:36]([O-:37])=[O:38].[O:39]=[CH:40][N:41]([CH3:42])[CH3:43].[OH2:22].[SH:23][c:24]1[c:25]2[nH:26][cH:27][n:28][c:29]2[n:30][cH:31][n:32]1>>[CH2:2]([c:3]1[n:4][c:5]2[cH:6][cH:7][c:8]([F:21])[cH:9][c:10]2[c:11](=[O:20])[n:12]1-[c:13]1[c:14]([Cl:19])[cH:15][cH:16][cH:17][cH:18]1)[S:23][c:24]1[c:25]2[n:26][cH:27][nH:28][c:29]2[n:30][cH:31][n:32]1. Reactants: ClC1=C2C(=C(C=NC2=CC(=C1)Cl)C(=O)OCC)O (5,7-dichloro-3-ethoxycarbonyl-4-hydroxy-quinoline), ClC1=C2C(=C(C=NC2=CC(=C1)Cl)C(=O)OCC)O (5,7-Dichloro-3-ethoxycarbonyl-4-hydroxyquinoline), S(O)(O)(=O)=O (sulfuric acid). Solvent: C(C)O (ethanol). Reaction conditions: temperature 150 celsius. Product: ClC1=C2C(=C(C=NC2=CC(=C1)Cl)C(=O)O)O (5,7-dichloro-3-carboxy-4-hydroxyquinoline), ClC1=C2C(=CC=NC2=CC(=C1)Cl)O (5,7-dichloro-4-hydroxyquinoline). RXN SMILES: [Cl:1][C:2]1[CH:11]=[C:10]([Cl:12])[CH:9]=[C:8]2[C:3]=1[C:4]([OH:18])=[C:5]([C:13]([O:15]CC)=[O:14])[CH:6]=[N:7]2.S(=O)(=O)(O)O>C(O)C>[Cl:1][C:2]1[CH:11]=[C:10]([Cl:12])[CH:9]=[C:8]2[C:3]=1[C:4]([OH:18])=[C:5]([C:13]([OH:15])=[O:14])[CH:6]=[N:7]2.[Cl:1][C:2]1[CH:11]=[C:10]([Cl:12])[CH:9]=[C:8]2[C:3]=1[C:4]([OH:18])=[CH:5][CH:6]=[N:7]2. Procedure: 5,7-Dichloro-3-ethoxycarbonyl-4-hydroxyquinoline (114.4 g; 0.4 mole) and 343.2 g of 70% sulfuric acid were charged in a 1,000 ml four-necked flask equipped with stirrer, thermometer and distilling tube and the mixture was heated at 150° C. with stirring. Reaction was continued by heating up to 165° C. during three hours together with evaporation of the by-produced ethanol outside the reaction system. The reaction product was analyzed by liquid chromatography whereupon and it was found that the s... Starting materials: CCOC(=O)C=Cc1c(-c2ccc(C)cc2)nc2ccc(C)cn12, COc1ccccc1N1CCNCC1. The product is COc1ccccc1N1CCN(C(=O)C=Cc2c(-c3ccc(C)cc3)nc3ccc(C)cn23)CC1. As a reaction SMILES: [CH3:1][c:2]1[cH:3][cH:4][c:5]2[n:6]([cH:7]1)[c:8]([CH:18]=[CH:19][C:20](=[O:21])[O:22][CH2:23][CH3:24])[c:9](-[c:11]1[cH:12][cH:13][c:14]([CH3:17])[cH:15][cH:16]1)[n:10]2.[CH3:25][O:26][c:27]1[c:28]([N:33]2[CH2:34][CH2:35][NH:36][CH2:37][CH2:38]2)[cH:29][cH:30][cH:31][cH:32]1>>[CH3:1][c:2]1[cH:3][cH:4][c:5]2[n:6]([cH:7]1)[c:8]([CH:18]=[CH:19][C:20](=[O:21])[N:36]1[CH2:35][CH2:34][N:33]([c:28]3[c:27]([O:26][CH3:25])[cH:32][cH:31][cH:30][cH:29]3)[CH2:38][CH2:37]1)[c:9](-[c:11]1[cH:12][cH:13][c:14]([CH3:17])[cH:15][cH:16]1)[n:10]2.